Dataset: the Open Reaction Database (ORD), a public repository of structured organic reaction records. Task: describe an organic reaction: reactants, conditions, products, and yield The reactants are ClC1=C(N)C(=CC(=C1)F)Cl (2,6-dichloro-4-fluoroaniline), stannous chloride dihydrate, N(=O)[O-].[Na+] (sodium nitrite). The solvent is Cl (hydrochloric acid), Cl (hydrochloric acid), O (water). Conditions: time 1 hour. The product is ClC1=C(C(=CC(=C1)F)Cl)NN (2,6-DICHLORO-4-FLUOROPHENYLHYDRAZINE). The yield is 70.8%. As a reaction SMILES: [Cl:1][C:2]1[CH:8]=[C:7]([F:9])[CH:6]=[C:5]([Cl:10])[C:3]=1[NH2:4].[N:11]([O-])=O.[Na+]>O.Cl>[Cl:1][C:2]1[CH:8]=[C:7]([F:9])[CH:6]=[C:5]([Cl:10])[C:3]=1[NH:4][NH2:11] |f:1.2|. Procedure: 9.0 g (0.05 mol) of 2,6-dichloro-4-fluoroaniline was added to 50 ml of concentrated hydrochloric acid, and a solution of 3.8 g (0.055 mol) of sodium nitrite in 25 ml of water was dropwise added thereto at a temperature of from 0° to 5° C. After completion of the dropwise addition, the mixture was stirred at the same temperature for further 1 hour. Insolubles were removed by filtration, and the filtrate was dropwise added at a temperature of from 0° to 10° C. to a solution of 33.8 g (0.15 mol) of... The reactants are CN(P(N(C)C)(N(C)C)=O)C (hexamethylphosphoric triamide), ClCC(=O)Cl (chloroacetyl chloride), O.O.Br.Br.NCC1=NC2=CC=C(C=C2C(N1NC(C)=O)(C1=C(C=CC=C1)Cl)Br)Cl (2-aminomethyl-3-acetamido-4-bromo-4-(2-chlorophenyl)-6-chloro-3,4-dihydroquinazoline dihydrobromide dihydrate), resultant mixture. Solvent: CCOCC (ether). Product: ClCC(=O)NCC1=NC2=CC=C(C=C2C(N1NC(C)=O)(C1=C(C=CC=C1)Cl)O)Cl (2-(2-chloroacetamidomethyl)-3-acetamido-4-hydroxy-4-(2-chlorophenyl)-6-chloro-3,4-dihydroquinazoline). Reaction SMILES: CN(C)P(=[O:10])(N(C)C)N(C)C.[Cl:12][CH2:13][C:14](Cl)=[O:15].O.O.Br.Br.[NH2:21][CH2:22][C:23]1[N:32]([NH:33][C:34](=[O:36])[CH3:35])[C:31](Br)([C:37]2[CH:42]=[CH:41][CH:40]=[CH:39][C:38]=2[Cl:43])[C:30]2[C:25](=[CH:26][CH:27]=[C:28]([Cl:45])[CH:29]=2)[N:24]=1>CCOCC>[Cl:12][CH2:13][C:14]([NH:21][CH2:22][C:23]1[N:32]([NH:33][C:34](=[O:36])[CH3:35])[C:31]([OH:10])([C:37]2[CH:42]=[CH:41][CH:40]=[CH:39][C:38]=2[Cl:43])[C:30]2[C:25](=[CH:26][CH:27]=[C:28]([Cl:45])[CH:29]=2)[N:24]=1)=[O:15] |f:2.3.4.5.6|. Procedure details: To a mixture of hexamethylphosphoric triamide (12 ml) and chloroacetyl chloride (0.452 g), 2-aminomethyl-3-acetamido-4-bromo-4-(2-chlorophenyl)-6-chloro-3,4-dihydroquinazoline dihydrobromide dihydrate (1.276 g) is added, and the resultant mixture is stirred at room temperature for 5 hours. The reaction mixture is mixed with ether and washed with aqueous sodium bicarbonate and water in order. The precipitate is dried to give 2-(2-chloroacetamidomethyl)-3-acetamido-4-hydroxy-4-(2-chlorophenyl)-6-c... Reactants: BrC=1C=CC(=NC1)C(C(F)F)=O (1-(5-bromopyridin-2-yl)-2,2-difluoroethanone), N1N=CC=C1 (pyrazole), CN[C@H]1[C@@H](CCCC1)NC (racemic trans-N,N′-dimethylcyclohexane-1,2-diamine), C(=O)([O-])[O-].[K+].[K+] (K2CO3). Run at temperature 110 celsius, time 8 hour. Yields the product FC(C(=O)C1=NC=C(C=C1)N1N=CC=C1)F (2,2-difluoro-1-[5-(1H-pyrazol-1-yl)pyridin-2-yl]ethanone). Procedure: A mixture of 1-(5-bromopyridin-2-yl)-2,2-difluoroethanone (7.064 g, 30 mmol), pyrazole (1.85 g, 27 mmol), CuI (0.273 g, 1.4 mmol), racemic trans-N,N′-dimethylcyclohexane-1,2-diamine (0.714 g, 5 mmol), K2CO3 (7.894 g, 57 mmol) was added to a sealed tube and dissolved in toluene (12 mL). The mixture was stirred vigorously overnight at 110° C. The mixture was cooled and filtered through Celite, washing with EtOAc. The combined filtrate and washings were concentrated, flash chromatography on silica ... The reagents and catalysts are [Cu]I (CuI). RXN SMILES: Br[C:2]1[CH:3]=[CH:4][C:5]([C:8](=[O:12])[CH:9]([F:11])[F:10])=[N:6][CH:7]=1.[NH:13]1[CH:17]=[CH:16][CH:15]=[N:14]1.CN[C@@H]1CCCC[C@H]1NC.C([O-])([O-])=O.[K+].[K+]>C1(C)C=CC=CC=1.[Cu]I>[F:10][CH:9]([F:11])[C:8]([C:5]1[CH:4]=[CH:3][C:2]([N:13]2[CH:17]=[CH:16][CH:15]=[N:14]2)=[CH:7][N:6]=1)=[O:12] |f:3.4.5|. Solvent: C1(=CC=CC=C1)C (toluene). Reactants: ClCCCl, COc1ccc2nccc(-n3cc4c(n3)CCC(N)C4)c2n1, CO, O=C(O)c1ccc2c(c1)OCCO2, CN(C)C=O, On1nnc2ccccc21. Yields the product COc1ccc2nccc(-n3cc4c(n3)CCC(NC(=O)c3ccc5c(c3)OCCO5)C4)c2n1. RXN SMILES: [CH2:46]([Cl:47])[CH2:48][Cl:49].[CH3:14][O:15][c:16]1[n:17][c:18]2[c:19](-[n:26]3[n:27][c:28]4[c:33]([cH:34]3)[CH2:32][CH:31]([NH2:35])[CH2:30][CH2:29]4)[cH:20][cH:21][n:22][c:23]2[cH:24][cH:25]1.[CH3:55][OH:56].[O:1]1[CH2:2][CH2:3][O:4][c:5]2[c:6]1[cH:7][cH:8][c:9]([C:11](=[O:12])[OH:13])[cH:10]2.[O:50]=[CH:51][N:52]([CH3:53])[CH3:54].[OH:36][n:37]1[c:38]2[c:39]([cH:40][cH:41][cH:42][cH:43]2)[n:44][n:45]1>>[O:1]1[CH2:2][CH2:3][O:4][c:5]2[c:6]1[cH:7][cH:8][c:9]([C:11](=[O:13])[NH:35][CH:31]1[CH2:30][CH2:29][c:28]3[n:27][n:26](-[c:19]4[c:18]5[n:17][c:16]([O:15][CH3:14])[cH:25][cH:24][c:23]5[n:22][cH:21][cH:20]4)[cH:34][c:33]3[CH2:32]1)[cH:10]2. Starting materials: OC1C(C2=C(OC1)C=CS2)NC(C2=CC=C(C=C2)C(F)(F)F)=O (5,6-dihydro-6-hydroxy-7-(4-trifluoromethylbenzamido)-7H-thieno[3,2-b]pyran), [N+](=O)(O)[O-] (nitric acid), [K+].[Br-] (KBr). Run in C(C)(=O)O (acetic acid). Product: OC=1C(C2=C(OC1)CC(S2)[N+](=O)[O-])NC(C2=CC=C(C=C2)C(F)(F)F)=O (Dihydro-6-hydroxy-2-nitro-7-(4-trifluoromethylbenzamido)-7H-thieno[3,2-b]pyran). As a reaction SMILES: [OH:1][CH:2]1[CH2:7][O:6][C:5]2[CH:8]=[CH:9][S:10][C:4]=2[CH:3]1[NH:11][C:12](=[O:23])[C:13]1[CH:18]=[CH:17][C:16]([C:19]([F:22])([F:21])[F:20])=[CH:15][CH:14]=1.[N+:24]([O-])([OH:26])=[O:25].[K+].[Br-]>C(O)(=O)C>[OH:1][C:2]1[CH:3]([NH:11][C:12](=[O:23])[C:13]2[CH:14]=[CH:15][C:16]([C:19]([F:22])([F:20])[F:21])=[CH:17][CH:18]=2)[C:4]2[S:10][CH:9]([N+:24]([O-:26])=[O:25])[CH2:8][C:5]=2[O:6][CH:7]=1 |f:2.3|. Reported procedure: The title compound was prepared as described in Example 9 starting with 5,6-dihydro-6-hydroxy-7-(4-trifluoromethylbenzamido)-7H-thieno[3,2-b]pyran (1.5 g, 4.04 mmol) and 90% nitric acid (2.5 mL) in acetic acid (20 mL) to give a yellow solid, 0.165 g (10%): mp 219°-220° C.; IR (KBr): 3310, 1661, 1538 and 1504 cm-1, MS: m/z 417 (MS+) 1H NMR (DMSO-d6): δ 1.26 (s, 3H), 1.45 (s, 3H), 3.92 (m, 1H, simplifies to d, J=8.9 Hz, with D2O), 4.98 (m, 1H, simplifies to d, J=8.9 Hz, with D2O), 5.99 (d, 1H, exc... Starting materials: C(O)([O-])=O.[Na+] (sodium hydrogen carbonate), BrC=1C=CC(=C(C1)[C@@]1(COCCC(N1CC1=CC=C(C=C1)OC)=O)C)F ((R)-3-(5-bromo-2-fluoro-phenyl)-4-(4-methoxy-benzyl)-3-methyl-[1,4]oxazepan-5-one), C1(=CC=CC=C1)OC (anisole), FC(S(=O)(=O)O)(F)F (trifluoromethanesulfonic acid). Run in FC(C(=O)O)(F)F (trifluoroacetic acid). Run at temperature 73 celsius. The product is BrC=1C=CC(=C(C1)[C@@]1(COCCC(N1)=O)C)F ((R)-3-(5-bromo-2-fluoro-phenyl)-3-methyl-[1,4]oxazepan-5-one). Isolated yield 3.4%. As a reaction SMILES: [Br:1][C:2]1[CH:3]=[CH:4][C:5]([F:26])=[C:6]([C@@:8]2([CH3:25])[N:14](CC3C=CC(OC)=CC=3)[C:13](=[O:24])[CH2:12][CH2:11][O:10][CH2:9]2)[CH:7]=1.C1(OC)C=CC=CC=1.FC(F)(F)S(O)(=O)=O.C(=O)([O-])O.[Na+]>FC(F)(F)C(O)=O>[Br:1][C:2]1[CH:3]=[CH:4][C:5]([F:26])=[C:6]([C@@:8]2([CH3:25])[NH:14][C:13](=[O:24])[CH2:12][CH2:11][O:10][CH2:9]2)[CH:7]=1 |f:3.4|. Reported procedure: A solution of (R)-3-(5-bromo-2-fluoro-phenyl)-4-(4-methoxy-benzyl)-3-methyl-[1,4]oxazepan-5-one (2.278 g, 5.39 mmol) and anisole (10.7 g, 98.7 mmol) in trifluoroacetic acid (28 ml) was treated dropwise within 6 minutes at room temperature with trifluoromethanesulfonic acid (9.47, 61.9 mmol). After complete addition, the reaction mixture was heated at 73° C. for 24 hours. Following TLC no starting material in a complex mixture of products. For the workup, the cold mixture was poured carefully und... Starting materials: ClC1=C(C(=O)O)C(=CC=C1)Cl (2,6-dichlorobenzoic acid), C1(CC1)CC(CN)C=1C=NC(=CC1)C(F)F (3-cyclopropyl-2-(6-(difluoromethyl)pyridin-3-yl)propan-1-amine). Product: ClC1=C(C(=O)NCC(CC2CC2)C=2C=NC(=CC2)C(F)F)C(=CC=C1)Cl (2,6-dichloro-N-(3-cyclopropyl-2-(6-(difluoromethyl)pyridin-3-yl)propyl)benzamide). RXN SMILES: [Cl:1][C:2]1[CH:10]=[CH:9][CH:8]=[C:7]([Cl:11])[C:3]=1[C:4]([OH:6])=O.[CH:12]1([CH2:15][CH:16]([C:19]2[CH:20]=[N:21][C:22]([CH:25]([F:27])[F:26])=[CH:23][CH:24]=2)[CH2:17][NH2:18])[CH2:14][CH2:13]1>>[Cl:11][C:7]1[CH:8]=[CH:9][CH:10]=[C:2]([Cl:1])[C:3]=1[C:4]([NH:18][CH2:17][CH:16]([C:19]1[CH:20]=[N:21][C:22]([CH:25]([F:27])[F:26])=[CH:23][CH:24]=1)[CH2:15][CH:12]1[CH2:13][CH2:14]1)=[O:6]. Reported procedure: From 2,6-dichlorobenzoic acid and 3-cyclopropyl-2-(6-(difluoromethyl)pyridin-3-yl)propan-1-amine. LCMS (MH+): m/z=399.1, tR (minutes, Method F)=3.06